This data is from the Open Reaction Database (ORD), a public repository of structured organic reaction records. The task is: describe an organic reaction: reactants, conditions, products, and yield Reactants: C(O)([O-])=O.[Na+] (sodium hydrogencarbonate), O (water), BrC=1C=C(C(=C(C1)C(C)(C)O)OC)N(C)C (2-[5-bromo-3-(dimethylamino)-2-methoxyphenyl]-2-propanol). Reaction SMILES: [Br:1][C:2]1[CH:3]=[C:4]([N:14]([CH3:16])[CH3:15])[C:5]([O:12][CH3:13])=[C:6]([C:8]([OH:11])([CH3:10])[CH3:9])[CH:7]=1.[C:17](=O)([O-])O.[Na+].O>CO.Cl>[Br:1][C:2]1[CH:7]=[C:6]([C:8]([O:11][CH3:17])([CH3:9])[CH3:10])[C:5]([O:12][CH3:13])=[C:4]([N:14]([CH3:16])[CH3:15])[CH:3]=1 |f:1.2,4.5|. Reported procedure: After dissolving 2-[5-bromo-3-(dimethylamino)-2-methoxyphenyl]-2-propanol (410 mg) in 100 mL of methanol-hydrochloric acid, the solution was heated to reflux for 14 hours. The reaction mixture was cooled to room temperature, saturated aqueous sodium hydrogencarbonate was added for neutralization, water was added and extraction was performed with ethyl acetate. The organic layer was washed with brine and then dried over anhydrous magnesium sulfate. After distilling off the solvent under reduced p... Yields the product BrC=1C=C(C(=C(C1)N(C)C)OC)C(C)(C)OC (N-[5-Bromo-2-methoxy-3-(1-methoxy-1-methylethyl)phenyl]-N, N-dimethylamine). Run in CO.Cl (methanol hydrochloric acid). Product: CO[Si](CCCOc1cccc(N2C(=O)CCC2=O)c1)(OC)OC. The reactants are O=C1CCC(=O)N1c1cccc(O)c1, Cc1ccccc1, CS(C)=O, CC(=O)O, CO[Si](CCCCl)(OC)OC, Nc1cccc(O)c1, [Na+], O=C1CCC(=O)O1, [OH-]. Reaction SMILES: [C:16]1(=[O:29])[CH2:17][CH2:18][C:19](=[O:28])[N:20]1[c:21]1[cH:22][c:23]([OH:27])[cH:24][cH:25][cH:26]1.[CH3:43][c:44]1[cH:45][cH:46][cH:47][cH:48][cH:49]1.[CH3:50][S:51]([CH3:52])=[O:53].[CH3:54][C:55](=[O:56])[OH:57].[Cl:32][CH2:33][CH2:34][CH2:35][Si:36]([O:37][CH3:38])([O:39][CH3:40])[O:41][CH3:42].[NH2:8][c:9]1[cH:10][c:11]([OH:12])[cH:13][cH:14][cH:15]1.[Na+:31].[O:1]=[C:2]1[O:3][C:4](=[O:5])[CH2:6][CH2:7]1.[OH-:30]>>[C:16]1(=[O:29])[CH2:17][CH2:18][C:19](=[O:28])[N:20]1[c:21]1[cH:22][c:23]([O:27][CH2:33][CH2:34][CH2:35][Si:36]([O:37][CH3:38])([O:39][CH3:40])[O:41][CH3:42])[cH:24][cH:25][cH:26]1. Reactants: CC1(OCCO1)C1=CC=C(O1)CN1N=C(C=C1)N (1-[5-(2-methyl-[1,3]dioxolan-2-yl)-furan-2-ylmethyl]-1H-pyrazol-3-ylamine), FC1=C(C=CC=C1C(F)(F)F)/C=C/C(=O)O ((E)-3-(2-fluoro-3-trifluoromethyl-phenyl)-acrylic acid). The product is C(C)(=O)C1=CC=C(O1)CN1N=C(C=C1)NC(\C=C\C1=C(C(=CC=C1)C(F)(F)F)F)=O ((E)-N-[1-(5-Acetyl-furan-2-ylmethyl)-1H-pyrazol-3-yl]-3-(2-fluoro-3-trifluoromethyl-phenyl)-acrylamide). RXN SMILES: [CH3:1][C:2]1([C:7]2[O:11][C:10]([CH2:12][N:13]3[CH:17]=[CH:16][C:15]([NH2:18])=[N:14]3)=[CH:9][CH:8]=2)[O:6]CCO1.[F:19][C:20]1[C:25]([C:26]([F:29])([F:28])[F:27])=[CH:24][CH:23]=[CH:22][C:21]=1/[CH:30]=[CH:31]/[C:32](O)=[O:33]>>[C:2]([C:7]1[O:11][C:10]([CH2:12][N:13]2[CH:17]=[CH:16][C:15]([NH:18][C:32](=[O:33])/[CH:31]=[CH:30]/[C:21]3[CH:22]=[CH:23][CH:24]=[C:25]([C:26]([F:28])([F:27])[F:29])[C:20]=3[F:19])=[N:14]2)=[CH:9][CH:8]=1)(=[O:6])[CH3:1]. Procedure details: Following general procedure B followed by either C or D, starting from 1-[5-(2-methyl-[1,3]dioxolan-2-yl)-furan-2-ylmethyl]-1H-pyrazol-3-ylamine and (E)-3-(2-fluoro-3-trifluoromethyl-phenyl)-acrylic acid. As a reaction SMILES: [Cl:21][CH2:22][CH:23]1[CH2:24][O:25]1.[Na+:2].[OH-:1].[OH2:26].[OH:3][c:4]1[cH:5][cH:6][c:7]2[c:8](=[O:20])[cH:9][c:10](-[c:14]3[cH:15][cH:16][cH:17][cH:18][cH:19]3)[o:11][c:12]2[cH:13]1>>[O:3]([c:4]1[cH:5][cH:6][c:7]2[c:8](=[O:20])[cH:9][c:10](-[c:14]3[cH:15][cH:16][cH:17][cH:18][cH:19]3)[o:11][c:12]2[cH:13]1)[CH2:22][CH:23]1[CH2:24][O:25]1. The product is O=c1cc(-c2ccccc2)oc2cc(OCC3CO3)ccc12. The reactants are ClCC1CO1, [Na+], [OH-], O, O=c1cc(-c2ccccc2)oc2cc(O)ccc12. The reactants are C(C)(=O)O[C@@H]1[C@H](O[C@H]([C@@H]([C@H]1OC(C)=O)OC(C)=O)C1=C(C=C(C(=C1)CC1=CC=C(C=C1)CC)Cl)COCC=C)COC(C)=O ((2R,3R,4R,5S,6S)-2-(acetoxymethyl)-6-(2-(allyloxymethyl)-4-chloro-5-(4-ethylbenzyl)phenyl)tetrahydro-2H-pyran-3,4,5-triyl triacetate), O[Li].O (LiOH.H2O). The solvent is C1CCOC1.CO.O (THF MeOH H2O). Run at time 12 hour. The product is C(C=C)OCC1=C(C=C(C(=C1)Cl)CC1=CC=C(C=C1)CC)[C@@H]1O[C@@H]([C@H]([C@@H]([C@H]1O)O)O)CO ((2S,3R,4R,5S,6R)-2-(2-(allyloxymethyl)-4-chloro-5-(4-ethylbenzyl)phenyl)-6-(hydroxymethyl)tetrahydro-2H-pyran-3,4,5-triol). The yield is 73.1%. Reaction SMILES: C([O:4][C@H:5]1[C@H:10]([O:11]C(=O)C)[C@@H:9]([O:15]C(=O)C)[C@H:8]([C:19]2[CH:24]=[C:23]([CH2:25][C:26]3[CH:31]=[CH:30][C:29]([CH2:32][CH3:33])=[CH:28][CH:27]=3)[C:22]([Cl:34])=[CH:21][C:20]=2[CH2:35][O:36][CH2:37][CH:38]=[CH2:39])[O:7][C@@H:6]1[CH2:40][O:41]C(=O)C)(=O)C.O[Li].O>C1COCC1.CO.O>[CH2:37]([O:36][CH2:35][C:20]1[CH:21]=[C:22]([Cl:34])[C:23]([CH2:25][C:26]2[CH:31]=[CH:30][C:29]([CH2:32][CH3:33])=[CH:28][CH:27]=2)=[CH:24][C:19]=1[C@H:8]1[C@H:9]([OH:15])[C@@H:10]([OH:11])[C@H:5]([OH:4])[C@@H:6]([CH2:40][OH:41])[O:7]1)[CH:38]=[CH2:39] |f:1.2,3.4.5|. Reported procedure: To (2R,3R,4R,5S,6S)-2-(acetoxymethyl)-6-(2-(allyloxymethyl)-4-chloro-5-(4-ethylbenzyl)phenyl)tetrahydro-2H-pyran-3,4,5-triyl triacetate (246 mg, 0.39 mmol) in THF:MeOH:H2O (2:3:1, 6 mL) was added LiOH.H2O (16.4 mg, 0.47 mmol). After being stirred for 12 h at room temperature, the reaction mixture was concentrated and the residue was dissolved in 20 mL of EtOAc. The organic layer was washed with brine and dried over Na2SO4 Concentration gave a residue, which was purified by preparative TLC (PE:Et... The reactants are CC(C)=O, CI, Nc1cccc2cnccc12. Yields the product [I-], C[n+]1ccc2c(N)cccc2c1. Reaction SMILES: [CH3:14][C:15](=[O:16])[CH3:17].[I:12][CH3:13].[NH2:1][c:2]1[c:3]2[cH:4][cH:5][n:6][cH:7][c:8]2[cH:9][cH:10][cH:11]1>>[I-:12].[NH2:1][c:2]1[c:3]2[cH:4][cH:5][n+:6]([CH3:13])[cH:7][c:8]2[cH:9][cH:10][cH:11]1. Reactants: NNC(=O)c1ccccc1, CCCCCCN1C(=O)C(=O)c2ccc(OC)cc21. The product is CCCCCCN1C(=O)C(=NNC(=O)c2ccccc2)c2ccc(OC)cc21. As a reaction SMILES: [C:20]([c:21]1[cH:22][cH:23][cH:24][cH:25][cH:26]1)(=[O:27])[NH:28][NH2:29].[CH2:1]([CH2:2][CH2:3][CH2:4][CH2:5][CH3:6])[N:7]1[C:8](=[O:9])[C:10](=[O:11])[c:12]2[cH:13][cH:14][c:15]([O:18][CH3:19])[cH:16][c:17]21>>[CH2:1]([CH2:2][CH2:3][CH2:4][CH2:5][CH3:6])[N:7]1[C:8](=[O:9])[C:10](=[N:29][NH:28][C:20]([c:21]2[cH:22][cH:23][cH:24][cH:25][cH:26]2)=[O:27])[c:12]2[cH:13][cH:14][c:15]([O:18][CH3:19])[cH:16][c:17]21. As a reaction SMILES: [F:1][C:2]1[CH:7]=[CH:6][C:5]([CH:8]([S:13][C:14]2[CH:19]=[CH:18][CH:17]=[CH:16][CH:15]=2)[CH2:9][C:10](O)=O)=[CH:4][CH:3]=1.P(Cl)(Cl)([Cl:22])=O.CN(C)[CH:27]=[O:28]>>[Cl:22][C:10]1[C:19]2[C:14](=[CH:15][CH:16]=[CH:17][CH:18]=2)[S:13][CH:8]([C:5]2[CH:6]=[CH:7][C:2]([F:1])=[CH:3][CH:4]=2)[C:9]=1[CH:27]=[O:28]. Procedure details: As in example 18, but using 4.6 g 3-(4-fluorophenyl)-3-phenylmercapto-propionic acid, 40 ml dimethylformamide and 15 ml phosphorous oxychloride. After hydrolysis and work-up a residual oil is obtained which is purified by preparative HPLC. The oily fractions are crystallized in hexane and pure 4-chloro-4'-fluoro-3-formyl-thio-flav-3-ene is obtained as yellow crystals; m.p. 67°-69° C. Starting materials: FC1=CC=C(C=C1)C(CC(=O)O)SC1=CC=CC=C1 (3-(4-fluorophenyl)-3-phenylmercapto-propionic acid), P(=O)(Cl)(Cl)Cl (phosphorous oxychloride), CN(C=O)C (dimethylformamide). Yields the product ClC1=C(C(SC2=CC=CC=C12)C1=CC=C(C=C1)F)C=O (4-chloro-4'-fluoro-3-formyl-thio-flav-3-ene). The reactants are COC(=O)c1ccc(-c2cc(OC)ccc2F)c(SC(C)C)c1, COc1ccc(F)c(-c2ccc(CCl)cc2C(C)(C)C)c1. The product is COc1ccc(F)c(-c2ccc(CCl)cc2SC(C)C)c1. RXN SMILES: [CH3:1][O:2][C:3](=[O:4])[c:5]1[cH:6][c:7]([S:20][CH:21]([CH3:22])[CH3:23])[c:8](-[c:11]2[c:12]([F:19])[cH:13][cH:14][c:15]([O:17][CH3:18])[cH:16]2)[cH:9][cH:10]1.[Cl:24][CH2:25][c:26]1[cH:27][cH:28][c:29](-[c:30]2[cH:31][c:32]([O:33][CH3:34])[cH:35][cH:36][c:37]2[F:38])[c:39]([C:40]([CH3:41])([CH3:42])[CH3:43])[cH:44]1>>[CH2:3]([c:5]1[cH:6][c:7]([S:20][CH:21]([CH3:22])[CH3:23])[c:8](-[c:11]2[c:12]([F:19])[cH:13][cH:14][c:15]([O:17][CH3:18])[cH:16]2)[cH:9][cH:10]1)[Cl:24].